This data is from the Open Reaction Database (ORD), a public repository of structured organic reaction records. The task is: describe an organic reaction: reactants, conditions, products, and yield The reactants are C(=O)(OC(C)(C)C)N1CCC(CC1)O (1-Boc-4-hydroxy piperidine), C1(=CC=CC=C1)P(C1=CC=CC=C1)C1=CC=CC=C1 (triphenylphosphine), N(=NC(=O)OC(C)(C)C)C(=O)OC(C)(C)C (di-tert-butyl azodicarboxylate), [N+](=O)([O-])C=1C=NNC1 (4-nitro-1H-pyrazole). Solvent: C1CCOC1 (THF). Conditions: time 48 hour. Product: [N+](=O)([O-])C=1C=NN(C1)C1CCN(CC1)C(=O)OC(C)(C)C (tert-butyl 4-(4-nitro-1H-pyrazol-1-yl)piperidine-1-carboxylate). Yield: 53.7%. As a reaction SMILES: [C:1]([N:8]1[CH2:13][CH2:12][CH:11](O)[CH2:10][CH2:9]1)([O:3][C:4]([CH3:7])([CH3:6])[CH3:5])=[O:2].C1(P(C2C=CC=CC=2)C2C=CC=CC=2)C=CC=CC=1.N(C(OC(C)(C)C)=O)=NC(OC(C)(C)C)=O.[N+:50]([C:53]1[CH:54]=[N:55][NH:56][CH:57]=1)([O-:52])=[O:51]>C1COCC1>[N+:50]([C:53]1[CH:54]=[N:55][N:56]([CH:11]2[CH2:12][CH2:13][N:8]([C:1]([O:3][C:4]([CH3:7])([CH3:6])[CH3:5])=[O:2])[CH2:9][CH2:10]2)[CH:57]=1)([O-:52])=[O:51]. Procedure details: 1-Boc-4-hydroxy piperidine (2.6 g, 0.0132 mol), triphenylphosphine (4.1 g, 0.015 mol) and di-tert-butyl azodicarboxylate (3.9 g, 0.0172 mol) are added in portions to a solution of 4-nitro-1H-pyrazole (1.5 g, 0.0132 mol) in THF (40 ml) at 10-15° C. The reaction mixture is stirred at room temperature for 48 h. The mixture is evaporated in a rotary evaporator, and the crude material is chromatographed, giving 2.1 g of a white solid; Starting materials: CCCN(C)C(=O)c1cc(C(=O)O)cc(C(=O)OCC)c1, CC1CCCN1, CC(C)N=C=NC(C)C, ClCCl, On1nnc2ccccc21. Product: CCCN(C)C(=O)c1cc(C(=O)OCC)cc(C(=O)N2CCCC2C)c1. Reaction SMILES: [CH2:7]([CH3:8])[O:9][C:10]([c:11]1[cH:12][c:13]([C:14](=[O:15])[OH:16])[cH:17][c:18]([C:20]([N:21]([CH2:22][CH2:23][CH3:24])[CH3:25])=[O:26])[cH:19]1)=[O:27].[CH3:1][CH:2]1[NH:3][CH2:4][CH2:5][CH2:6]1.[CH:38]([N:39]=[C:40]=[N:41][CH:42]([CH3:43])[CH3:44])([CH3:45])[CH3:46].[Cl:47][CH2:48][Cl:49].[OH:28][n:29]1[c:30]2[cH:31][cH:32][cH:33][cH:34][c:35]2[n:36][n:37]1>>[CH3:1][CH:2]1[N:3]([C:14]([c:13]2[cH:12][c:11]([C:10]([O:9][CH2:7][CH3:8])=[O:27])[cH:19][c:18]([C:20]([N:21]([CH2:22][CH2:23][CH3:24])[CH3:25])=[O:26])[cH:17]2)=[O:15])[CH2:4][CH2:5][CH2:6]1.